This data is from the Open Reaction Database (ORD), a public repository of structured organic reaction records. The task is: describe an organic reaction: reactants, conditions, products, and yield Yields the product C(C)(C)OC1=C(C(C1(F)F)(F)F)F (2,3,3,4,4-pentafluorocyclobutenyl isopropyl ether). Reaction SMILES: [OH-].[K+].F[C:4]1[C:7]([F:9])([F:8])[C:6]([F:11])([F:10])[C:5]=1[F:12].[CH:13]([OH:16])([CH3:15])[CH3:14]>C(OCC)C>[CH:13]([O:16][C:4]1[C:7]([F:8])([F:9])[C:6]([F:10])([F:11])[C:5]=1[F:12])([CH3:15])[CH3:14] |f:0.1|. Procedure details: 70 g (1.23 mol) of powdered potassium hydroxide are metered into a solution of 200 g (1.23 mol) of 1,2,3,3,4,4-hexafluorocyclobutene and 90 g (1:5 mol) of isopropanol in 800 ml of diethyl ether at room temperature. The mixture is stirred for a further hour and worked up as described in Example 1. The product is then distilled. Solvent: C(C)OCC (diethyl ether). Starting materials: FC1=C(C(C1(F)F)(F)F)F (1,2,3,3,4,4-hexafluorocyclobutene), C(C)(C)O (isopropanol), [OH-].[K+] (potassium hydroxide). Starting materials: CCCCc1oc2ccccc2c1C(=O)N(C)Cc1ccc(-c2ccc(OC(Cc3ccccc3)C(=O)OC)c(Br)c2)cc1, CO, [Na+], [OH-], O. Yields the product CCCCc1oc2ccccc2c1C(=O)N(C)Cc1ccc(-c2ccc(OC(Cc3ccccc3)C(=O)O)c(Br)c2)cc1. Reaction SMILES: [CH3:3][O:4][C:5]([CH:6]([CH2:7][c:8]1[cH:9][cH:10][cH:11][cH:12][cH:13]1)[O:14][c:15]1[c:16]([Br:45])[cH:17][c:18](-[c:21]2[cH:22][cH:23][c:24]([CH2:27][N:28]([CH3:29])[C:30](=[O:31])[c:32]3[c:33]([CH2:41][CH2:42][CH2:43][CH3:44])[o:34][c:35]4[c:36]3[cH:37][cH:38][cH:39][cH:40]4)[cH:25][cH:26]2)[cH:19][cH:20]1)=[O:46].[CH3:48][OH:49].[Na+:2].[OH-:1].[OH2:47]>>[O:4]=[C:5]([CH:6]([CH2:7][c:8]1[cH:9][cH:10][cH:11][cH:12][cH:13]1)[O:14][c:15]1[c:16]([Br:45])[cH:17][c:18](-[c:21]2[cH:22][cH:23][c:24]([CH2:27][N:28]([CH3:29])[C:30](=[O:31])[c:32]3[c:33]([CH2:41][CH2:42][CH2:43][CH3:44])[o:34][c:35]4[c:36]3[cH:37][cH:38][cH:39][cH:40]4)[cH:25][cH:26]2)[cH:19][cH:20]1)[OH:46].